The task is: describe an organic reaction: reactants, conditions, products, and yield. This data is from the Open Reaction Database (ORD), a public repository of structured organic reaction records. Starting materials: CCCCI, Nc1cc(C(=O)O)cc(S)c1Oc1ccccc1, [Na+], [OH-], O. The product is CCCCSc1cc(C(=O)O)cc(N)c1Oc1ccccc1. As a reaction SMILES: [CH2:21]([CH2:22][CH2:23][CH3:24])[I:25].[NH2:1][c:2]1[c:3]([O:12][c:13]2[cH:14][cH:15][cH:16][cH:17][cH:18]2)[c:4]([SH:11])[cH:5][c:6]([C:7](=[O:8])[OH:9])[cH:10]1.[Na+:20].[OH-:19].[OH2:26]>>[NH2:1][c:2]1[c:3]([O:12][c:13]2[cH:14][cH:15][cH:16][cH:17][cH:18]2)[c:4]([S:11][CH2:21][CH2:22][CH2:23][CH3:24])[cH:5][c:6]([C:7](=[O:8])[OH:9])[cH:10]1. As a reaction SMILES: [Br:41][c:42]1[cH:43][cH:44][c:45]([C:46]([NH:47][CH2:48][c:49]2[cH:50][n:51][cH:52][cH:53][cH:54]2)=[O:55])[cH:56][c:57]1[CH3:58].[CH3:1][O:2][c:3]1[cH:4][cH:5][c:6]([CH2:7][N:8]([CH2:9][c:10]2[cH:11][cH:12][c:13]([O:14][CH3:15])[cH:16][cH:17]2)[c:18]2[n:19][cH:20][c:21](-[c:22]3[c:23]4[c:27]([n:28][c:29]([N:30]5[CH2:31][CH2:32][O:33][CH2:34][CH2:35]5)[n:36]3)[NH:26][CH2:25][CH2:24]4)[cH:37][n:38]2)[cH:39][cH:40]1.[CH3:59][O:60][c:61]1[cH:62][cH:63][c:64]([CH2:65][N:66]([c:67]2[n:68][cH:69][c:70](-[c:73]3[c:74]4[c:75]([n:76][c:77]([N:79]5[CH2:80][CH2:81][O:82][CH2:83][CH2:84]5)[n:78]3)[N:85]([c:88]3[c:89]([CH3:104])[cH:90][c:91]([C:92](=[O:93])[NH:94][CH2:95][c:96]5[cH:97][n:98][cH:99][cH:100][cH:101]5)[cH:102][cH:103]3)[CH2:86][CH2:87]4)[cH:71][n:72]2)[CH2:105][c:106]2[cH:107][cH:108][c:109]([O:110][CH3:111])[cH:112][cH:113]2)[cH:114][cH:115]1>>[NH2:66][c:67]1[n:68][cH:69][c:70](-[c:73]2[c:74]3[c:75]([n:76][c:77]([N:79]4[CH2:80][CH2:81][O:82][CH2:83][CH2:84]4)[n:78]2)[N:85]([c:88]2[c:89]([CH3:104])[cH:90][c:91]([C:92](=[O:93])[NH:94][CH2:95][c:96]4[cH:97][n:98][cH:99][cH:100][cH:101]4)[cH:102][cH:103]2)[CH2:86][CH2:87]3)[cH:71][n:72]1. Yields the product Cc1cc(C(=O)NCc2cccnc2)ccc1N1CCc2c(-c3cnc(N)nc3)nc(N3CCOCC3)nc21. The reactants are Cc1cc(C(=O)NCc2cccnc2)ccc1Br, COc1ccc(CN(Cc2ccc(OC)cc2)c2ncc(-c3nc(N4CCOCC4)nc4c3CCN4)cn2)cc1, COc1ccc(CN(Cc2ccc(OC)cc2)c2ncc(-c3nc(N4CCOCC4)nc4c3CCN4c3ccc(C(=O)NCc4cccnc4)cc3C)cn2)cc1.